From a dataset of the Open Reaction Database (ORD), a public repository of structured organic reaction records. describe an organic reaction: reactants, conditions, products, and yield Starting materials: C(C)(C)(C)OC(=O)N1C(OCC1(C(=O)O)C)(C)C (3-(tert-butoxycarbonyl)-2,2,4-trimethyl-1,3-oxazolidine-4-carboxylic acid), C(=O)(N1C=NC=C1)N1C=NC=C1 (1,1′-carbonyldiimidazole), ONC(C)=N (N-hydroxyacetamidine). The solvent is CN(C)C=O (DMF). Reaction conditions: time 2 hour. The product is CC1(OCC(N1C(=O)OC(C)(C)C)(C1=NC(=NO1)C)C)C (tert-butyl 2,2,4-trimethyl-4-(3-methyl-1,2,4-oxadiazol-5-yl)-1,3-oxazolidine-3-carboxylate). Isolated yield 79.1%. Reaction SMILES: [C:1]([O:5][C:6]([N:8]1[C:12]([CH3:16])([C:13]([OH:15])=O)[CH2:11][O:10][C:9]1([CH3:18])[CH3:17])=[O:7])([CH3:4])([CH3:3])[CH3:2].C(N1C=CN=C1)(N1C=CN=C1)=O.O[NH:32][C:33](=[NH:35])[CH3:34]>CN(C=O)C>[CH3:17][C:9]1([CH3:18])[N:8]([C:6]([O:5][C:1]([CH3:2])([CH3:3])[CH3:4])=[O:7])[C:12]([CH3:16])([C:13]2[O:15][N:35]=[C:33]([CH3:34])[N:32]=2)[CH2:11][O:10]1. Procedure: To a solution of 430 mg of 3-(tert-butoxycarbonyl)-2,2,4-trimethyl-1,3-oxazolidine-4-carboxylic acid in 4 ml of DMF was added 296 mg of 1,1′-carbonyldiimidazole, followed by stirring at room temperature for 2 hours. To the reaction mixture was added 146 mg of N-hydroxyacetamidine, followed by stirring at room temperature for 1 hour, at 110° C. for 2 hours, and then at 130° C. overnight. The reaction mixture was left to be cooled to room temperature and the solvent was evaporated under reduced pr... The reactants are S(O)(O)(=O)=O (sulfuric acid), N1(CCCCC1)NC(=O)C1=NN(C(=C1C)C1=CC=C(C=C1)Cl)C1=C(C=C(C=C1)Cl)Cl (N-piperidino-5-(4-chlorophenyl)-1(2,4-dichlorophenyl)-4-methyl-pyrazole-3-carboxamide). Solvent: CC(=O)C (acetone). Yields the product S(=O)(=O)(O)O.N1(CCCCC1)NC(=O)C1=NN(C(=C1C)C1=CC=C(C=C1)Cl)C1=C(C=C(C=C1)Cl)Cl (N-piperidino-5-(4-chlorophenyl)-1-(2,4-dichlorophenyl)-4-methyl-pyrazole-3-carboxamide hydrogensulfate). RXN SMILES: [S:1](=[O:5])(=[O:4])([OH:3])[OH:2].[N:6]1([NH:12][C:13]([C:15]2[C:19]([CH3:20])=[C:18]([C:21]3[CH:26]=[CH:25][C:24]([Cl:27])=[CH:23][CH:22]=3)[N:17]([C:28]3[CH:33]=[CH:32][C:31]([Cl:34])=[CH:30][C:29]=3[Cl:35])[N:16]=2)=[O:14])[CH2:11][CH2:10][CH2:9][CH2:8][CH2:7]1>CC(C)=O>[S:1]([OH:5])([OH:4])(=[O:3])=[O:2].[N:6]1([NH:12][C:13]([C:15]2[C:19]([CH3:20])=[C:18]([C:21]3[CH:22]=[CH:23][C:24]([Cl:27])=[CH:25][CH:26]=3)[N:17]([C:28]3[CH:33]=[CH:32][C:31]([Cl:34])=[CH:30][C:29]=3[Cl:35])[N:16]=2)=[O:14])[CH2:11][CH2:10][CH2:9][CH2:8][CH2:7]1 |f:3.4|. Reported procedure: 0.018 ml of concentrated sulfuric acid are added to a solution of 0.30 g of the compound obtained in example 195 in 3 ml of acetone. The white crystals formed are filtered off, washed with acetone and then ether, and dried under vacuum to give 0.31 g of the expected salt. m.p.=240° C.